This data is from the Open Reaction Database (ORD), a public repository of structured organic reaction records. The task is: describe an organic reaction: reactants, conditions, products, and yield Starting materials: O=c1c2ccc(Cl)cc2oc2c(OCc3ccccc3)cccc12, CN(C)C=O, [H-], [Na+], O. Product: COc1ccc2c(=O)c3cccc(OCc4ccccc4)c3oc2c1. Reaction SMILES: [CH2:1]([c:2]1[cH:3][cH:4][cH:5][cH:6][cH:7]1)[O:8][c:9]1[c:10]2[o:11][c:12]3[cH:13][c:14]([Cl:24])[cH:15][cH:16][c:17]3[c:18](=[O:23])[c:19]2[cH:20][cH:21][cH:22]1.[CH3:27][N:28]([CH:29]=[O:30])[CH3:31].[H-:25].[Na+:26].[OH2:32]>>[CH2:1]([c:2]1[cH:3][cH:4][cH:5][cH:6][cH:7]1)[O:8][c:9]1[c:10]2[o:11][c:12]3[cH:13][c:14]([O:30][CH3:29])[cH:15][cH:16][c:17]3[c:18](=[O:23])[c:19]2[cH:20][cH:21][cH:22]1. Procedure: A solution of tetra-n-butylammonium fluoride in tetrahydrofuran (1 mL) was added to a solution of (5R)-5-[(E)-2-[5-(4-{[tert-butyl(dimethyl)silyl]oxy}butyl)-6-methoxypyridin-2-yl]-2-(4-tert-butylphenyl)ethenyl]-1-(2,4-dimethoxybenzyl)pyrrolidin-2-one (140 mg) in tetrahydrofuran (4 mL), and the mixture was stirred at room temperature for three hours. The solvent was evaporated from the reaction solution under reduced pressure. The residue was purified by silica gel column chromatography (hexane:e... Isolated yield 86.5%. Conditions: time 3 hour. Reaction SMILES: [F-].C([N+](CCCC)(CCCC)CCCC)CCC.[Si]([O:26][CH2:27][CH2:28][CH2:29][CH2:30][C:31]1[CH:32]=[CH:33][C:34](/[C:39](/[C:58]2[CH:63]=[CH:62][C:61]([C:64]([CH3:67])([CH3:66])[CH3:65])=[CH:60][CH:59]=2)=[CH:40]/[C@@H:41]2[N:45]([CH2:46][C:47]3[CH:52]=[CH:51][C:50]([O:53][CH3:54])=[CH:49][C:48]=3[O:55][CH3:56])[C:44](=[O:57])[CH2:43][CH2:42]2)=[N:35][C:36]=1[O:37][CH3:38])(C(C)(C)C)(C)C>O1CCCC1>[C:64]([C:61]1[CH:62]=[CH:63][C:58](/[C:39](/[C:34]2[CH:33]=[CH:32][C:31]([CH2:30][CH2:29][CH2:28][CH2:27][OH:26])=[C:36]([O:37][CH3:38])[N:35]=2)=[CH:40]\[C@@H:41]2[N:45]([CH2:46][C:47]3[CH:52]=[CH:51][C:50]([O:53][CH3:54])=[CH:49][C:48]=3[O:55][CH3:56])[C:44](=[O:57])[CH2:43][CH2:42]2)=[CH:59][CH:60]=1)([CH3:67])([CH3:65])[CH3:66] |f:0.1|. Solvent: O1CCCC1 (tetrahydrofuran), O1CCCC1 (tetrahydrofuran). The reactants are [F-].C(CCC)[N+](CCCC)(CCCC)CCCC (tetra-n-butylammonium fluoride), [Si](C)(C)(C(C)(C)C)OCCCCC=1C=CC(=NC1OC)/C(=C/[C@H]1CCC(N1CC1=C(C=C(C=C1)OC)OC)=O)/C1=CC=C(C=C1)C(C)(C)C ((5R)-5-[(E)-2-[5-(4-{[tert-butyl(dimethyl)silyl]oxy}butyl)-6-methoxypyridin-2-yl]-2-(4-tert-butylphenyl)ethenyl]-1-(2,4-dimethoxybenzyl)pyrrolidin-2-one). The product is C(C)(C)(C)C1=CC=C(C=C1)\C(=C/[C@H]1CCC(N1CC1=C(C=C(C=C1)OC)OC)=O)\C1=NC(=C(C=C1)CCCCO)OC ((5R)-5-{(E)-2-(4-tert-butylphenyl)-2-[5-(4-hydroxybutyl)-6-methoxypyridin-2-yl]ethenyl}-1-(2,4-dimethoxybenzyl)pyrrolidin-2-one). Starting materials: O=C([O-])O, Cc1ccccc1, CCO, OB(O)c1ccccc1F, N#Cc1nn(-c2c(Cl)cc(C(F)(F)F)cc2Cl)c(N)c1I, [Na+], O, c1ccc(P(c2ccccc2)(c2ccccc2)[Pd](P(c2ccccc2)(c2ccccc2)c2ccccc2)(P(c2ccccc2)(c2ccccc2)c2ccccc2)P(c2ccccc2)(c2ccccc2)c2ccccc2)cc1. The product is N#Cc1nn(-c2c(Cl)cc(C(F)(F)F)cc2Cl)c(N)c1-c1ccccc1F. Reaction SMILES: [C:22](=[O:23])([O-:24])[OH:25].[CH3:38][c:39]1[cH:40][cH:41][cH:42][cH:43][cH:44]1.[CH3:45][CH2:46][OH:47].[F:27][c:28]1[c:29]([B:34]([OH:35])[OH:36])[cH:30][cH:31][cH:32][cH:33]1.[NH2:1][c:2]1[c:3]([I:21])[c:4]([C:19]#[N:20])[n:5][n:6]1-[c:7]1[c:8]([Cl:18])[cH:9][c:10]([C:14]([F:15])([F:16])[F:17])[cH:11][c:12]1[Cl:13].[Na+:26].[OH2:37].[cH:48]1[cH:49][cH:50][c:51]([P:52]([Pd:53]([P:54]([c:55]2[cH:56][cH:57][cH:58][cH:59][cH:60]2)([c:61]2[cH:62][cH:63][cH:64][cH:65][cH:66]2)[c:67]2[cH:68][cH:69][cH:70][cH:71][cH:72]2)([P:73]([c:74]2[cH:75][cH:76][cH:77][cH:78][cH:79]2)([c:80]2[cH:81][cH:82][cH:83][cH:84][cH:85]2)[c:86]2[cH:87][cH:88][cH:89][cH:90][cH:91]2)[P:92]([c:93]2[cH:94][cH:95][cH:96][cH:97][cH:98]2)([c:99]2[cH:100][cH:101][cH:102][cH:103][cH:104]2)[c:105]2[cH:106][cH:107][cH:108][cH:109][cH:110]2)([c:111]2[cH:112][cH:113][cH:114][cH:115][cH:116]2)[c:117]2[cH:118][cH:119][cH:120][cH:121][cH:122]2)[cH:123][cH:124]1>>[NH2:1][c:2]1[c:3](-[c:29]2[c:28]([F:27])[cH:33][cH:32][cH:31][cH:30]2)[c:4]([C:19]#[N:20])[n:5][n:6]1-[c:7]1[c:8]([Cl:18])[cH:9][c:10]([C:14]([F:15])([F:16])[F:17])[cH:11][c:12]1[Cl:13]. Starting materials: C1(O)=CC=C(O)C=C1 (Hydroquinone), C1CC1 (cyclopropane). Run in C(CC)O (n-propanol). Conditions: time 2 hour. The product is C1(O)=CC=C(O)C=C1.C1CC1 (Hydroquinone cyclopropane). RXN SMILES: [C:1]1([CH:8]=[CH:7][C:5]([OH:6])=[CH:4][CH:3]=1)[OH:2].[CH2:9]1[CH2:11][CH2:10]1>C(O)CC>[C:1]1([CH:8]=[CH:7][C:5]([OH:6])=[CH:4][CH:3]=1)[OH:2].[CH2:9]1[CH2:11][CH2:10]1 |f:3.4|. Procedure details: Hydroquinone (30 g) was dissolved in n-propanol (70 ml) at 70° C. The hot solution was introduced into the high pressure autoclave. The solution was subjected to compressed cyclopropane of 300 bar. The high pressure autoclave was kept for 2 h at 80° C. The solution was then cooled down to room temperature within 5 days. The crystals were filtered off and washed 4 times with cold n-propanol (5 ml). The crystals were then dried in the drying cabinet at 70° C. Starting materials: C(C)(C)(C)OC=1C=C(C=CC1)C(C)N (1-(3-tert-Butoxyphenyl)ethylamine), C(C)(C)(C)OC=1C=C(C=CC1)C(C)N (1-(3-tert-butoxyphenyl)ethylamine), S(O)(O)(=O)=O (sulfuric acid), COCC(=O)OC(C)C (isopropyl methoxyacetate), 435. Run in O (water). Run at time 16 hour. Yields the product C(C)(C)(C)OC=1C=C(C=CC1)[C@@H](C)NC(COC)=O ((R)—N-1-(3-tert-butoxyphenyl)ethylmethoxyacetamide). Yield: 58.6%. RXN SMILES: [C:1]([O:5][C:6]1[CH:7]=[C:8]([CH:12]([NH2:14])[CH3:13])[CH:9]=[CH:10][CH:11]=1)([CH3:4])([CH3:3])[CH3:2].[CH3:15][O:16][CH2:17][C:18](OC(C)C)=[O:19].S(=O)(=O)(O)O>O>[C:1]([O:5][C:6]1[CH:7]=[C:8]([C@H:12]([NH:14][C:18](=[O:19])[CH2:17][O:16][CH3:15])[CH3:13])[CH:9]=[CH:10][CH:11]=1)([CH3:4])([CH3:2])[CH3:3]. Procedure: 1-(3-tert-Butoxyphenyl)ethylamine (86 g, 0.45 mol) was admixed with isopropyl methoxyacetate (129 g, 0.98 mol) and Novozyme® 435 (0.9 g), and stirred at room temperature for 16 h. The subsequent analysis of the optical purity showed that the S enantiomer of 1-(3-tert-butoxyphenyl)ethylamine was enantiomerically pure. The acylated R enantiomer had an optical purity of 99.1%. The mixture was filtered through kieselguhr and washed with toluene (200 ml), and the filtrate was concentrated at 40° C. o... The reactants are C(C1=CC=CC=C1)OC(=O)N1CC(CCC1)CS(=O)(=O)O (1-[(benzyloxy)carbonyl]-3-piperidylmethanesulfonic acid), S(=O)(Cl)Cl (thionyl chloride). Yields the product ClS(=O)(=O)CC1CN(CCC1)C(=O)OCC1=CC=CC=C1 (benzyl 3-[(chlorosulfonyl)methyl]-1-piperidinecarboxylate). RXN SMILES: [CH2:1]([O:8][C:9]([N:11]1[CH2:16][CH2:15][CH2:14][CH:13]([CH2:17][S:18]([OH:21])(=O)=[O:19])[CH2:12]1)=[O:10])[C:2]1[CH:7]=[CH:6][CH:5]=[CH:4][CH:3]=1.S(Cl)([Cl:24])=O>>[Cl:24][S:18]([CH2:17][CH:13]1[CH2:14][CH2:15][CH2:16][N:11]([C:9]([O:8][CH2:1][C:2]2[CH:7]=[CH:6][CH:5]=[CH:4][CH:3]=2)=[O:10])[CH2:12]1)(=[O:21])=[O:19]. Procedure details: The title compound was prepared by the method of Preparation 58 from 1-[(benzyloxy)carbonyl]-3-piperidylmethanesulfonic acid [see Preparation 61]and thionyl chloride to afford benzyl 3-[(chlorosulfonyl)methyl]-1-piperidinecarboxylate as an oil. Starting materials: C(C1=CC=CC=C1)OC1=CC(=C2C(NC=NC2=C1)=O)OC1CCOCC1 (7-benzyloxy-5-tetrahydropyran-4-yloxy-3,4-dihydroquinazolin-4-one), P(=O)(Cl)(Cl)Cl (phosphoryl chloride), C(C)(C)N(CC)C(C)C (di-isopropylethylamine). The solvent is ClCCCl (1,2-dichloroethane). Run at temperature 80 celsius. Product: C(C1=CC=CC=C1)OC1=CC(=C2C(=NC=NC2=C1)Cl)OC1CCOCC1 (7-benzyloxy-4-chloro-5-tetrahydropyran-4-yloxyquinazoline). Reaction SMILES: [CH2:1]([O:8][C:9]1[CH:18]=[C:17]2[C:12]([C:13](=O)[NH:14][CH:15]=[N:16]2)=[C:11]([O:20][CH:21]2[CH2:26][CH2:25][O:24][CH2:23][CH2:22]2)[CH:10]=1)[C:2]1[CH:7]=[CH:6][CH:5]=[CH:4][CH:3]=1.P(Cl)(Cl)([Cl:29])=O.C(N(C(C)C)CC)(C)C>ClCCCl>[CH2:1]([O:8][C:9]1[CH:18]=[C:17]2[C:12]([C:13]([Cl:29])=[N:14][CH:15]=[N:16]2)=[C:11]([O:20][CH:21]2[CH2:26][CH2:25][O:24][CH2:23][CH2:22]2)[CH:10]=1)[C:2]1[CH:7]=[CH:6][CH:5]=[CH:4][CH:3]=1. Procedure: A mixture of 7-benzyloxy-5-tetrahydropyran-4-yloxy-3,4-dihydroquinazolin-4-one (9 g), phosphoryl chloride (2.8 ml), di-isopropylethylamine (11.4 ml) and 1,2-dichloroethane (130 ml) was stirred and heated to 80° C. for 3 hours. The mixture was evaporated to give 7-benzyloxy-4-chloro-5-tetrahydropyran-4-yloxyquinazoline which was used without further purification.